From a dataset of the Open Reaction Database (ORD), a public repository of structured organic reaction records. describe an organic reaction: reactants, conditions, products, and yield Run in C(CC)O (n-propanol). Reported procedure: A mixture consisting of 3.03 grams of 1,5-bis(p-chlorophenyl)-1,4-pentadien-3-one, 2.16 grams of 1-amino-3-methylguanidine hydroiodide, 3 drops of 57 percent hydroiodic acid, and 50 ml. of n-propanol is stirred and heated under refluxing conditions for two hours. Cooling failed to yield a product. After concentration to about 15 ml. of volume, and addition of 60 ml. of ether, a yellow product is obtained. Recrystallization from ethanol gives 2.67 grams of the subject compound melting 213°-214.5°... Reaction SMILES: [Cl:1][C:2]1[CH:7]=[CH:6][C:5]([CH:8]=[CH:9][C:10](=O)[CH:11]=[CH:12][C:13]2[CH:18]=[CH:17][C:16]([Cl:19])=[CH:15][CH:14]=2)=[CH:4][CH:3]=1.[IH:21].[NH2:22][NH:23][C:24]([NH:26][CH3:27])=[NH:25]>I.C(O)CC>[IH:21].[CH3:27][NH:26][C:24]([NH:23][N:22]=[C:10]([CH:11]=[CH:12][C:13]1[CH:18]=[CH:17][C:16]([Cl:19])=[CH:15][CH:14]=1)[CH:9]=[CH:8][C:5]1[CH:6]=[CH:7][C:2]([Cl:1])=[CH:3][CH:4]=1)=[NH:25] |f:1.2,5.6|. Yield: 53.3%. Starting materials: ClC1=CC=C(C=C1)C=CC(C=CC1=CC=C(C=C1)Cl)=O (1,5-bis(p-chlorophenyl)-1,4-pentadien-3-one), I.NNC(=N)NC (1-amino-3-methylguanidine hydroiodide). The reagents and catalysts are I (hydroiodic acid). Yields the product I.CNC(=N)NN=C(C=CC1=CC=C(C=C1)Cl)C=CC1=CC=C(C=C1)Cl (1,5-Bis(p-chlorophenyl)-1,4-pentadien-3-one N-methylamidinohydrazone hydroiodide). Starting materials: COC(=O)C1=NN2C(C(=CC=C2)N)=C1C(=O)OC (4-Aminopyrazolo[1,5-a]pyridine-2,3-dicarboxylic acid dimethyl ester), [OH-].[Na+] (NaOH), Cl (HCl). The solvent is OS(=O)(=O)O (H2SO4). Run at temperature 80 celsius, time 6.5 hour. The product is NC=1C=2N(C=CC1)N=C(C2)C(=O)O (4-aminopyrazolo[1,5-a]pyridine-2-carboxylic acid). Reaction SMILES: C[O:2][C:3]([C:5]1[C:14](C(OC)=O)=[C:8]2[C:9]([NH2:13])=[CH:10][CH:11]=[CH:12][N:7]2[N:6]=1)=[O:4].[OH-].[Na+].Cl>OS(O)(=O)=O>[NH2:13][C:9]1[C:8]2[N:7]([N:6]=[C:5]([C:3]([OH:4])=[O:2])[CH:14]=2)[CH:12]=[CH:11][CH:10]=1 |f:1.2|. Reported procedure: 50% Aqueous H2SO4 (60 mL) is added to 4-Aminopyrazolo[1,5-a]pyridine-2,3-dicarboxylic acid dimethyl ester (1.47 g, 5.90 mmol) under air. The mixture is warmed to 80° C. After 6.5 h, the solution is cooled to 0° C. and then neutralized with 10 N aq. NaOH. The resulting slurry is acidified to pH 3 with 1 M aq. HCl. The volatiles are removed under reduced pressure. The residue is washed with 30% EtOH in CH2Cl2. The volatiles are removed under reduced pressure to afford 4-aminopyrazolo[1,5-a]pyridin... The reactants are C([O-])([O-])=O.[Cs+].[Cs+] (cesium carbonate), Br.BrCC1=CC=NC=C1 (4-(bromomethyl)pyridine hydrobromide), FC1=C(C(=O)NC2=NN(C=C2)CC2=C(C=C(C=C2)O)C(F)(F)F)C(=CC=C1)F (2,6-difluoro-N-(1-{[4-hydroxy-2-(trifluoromethyl)phenyl]methyl}-1H-pyrazol-3-yl)benzamide), C([O-])([O-])=O.[Cs+].[Cs+] (cesium carbonate), Br.BrCC1=CC=NC=C1 (4-(bromomethyl)pyridine hydrobromide). Run in CS(=O)C (DMSO). Reaction conditions: time 7 hour. Yields the product FC(C(=O)O)(F)F.FC1=C(C(=O)NC2=NN(C=C2)CC2=C(C=C(C=C2)OCC2=CC=NC=C2)C(F)(F)F)C(=CC=C1)F (2,6-Difluoro-N-(1-{[4-[(4-pyridinylmethyl)oxy]-2-(trifluoromethyl)phenyl]methyl}-1H-pyrazol-3-yl)benzamide trifluoroacetate). Reaction SMILES: [F:1][C:2]1[CH:27]=[CH:26][CH:25]=[C:24]([F:28])[C:3]=1[C:4]([NH:6][C:7]1[CH:11]=[CH:10][N:9]([CH2:12][C:13]2[CH:18]=[CH:17][C:16]([OH:19])=[CH:15][C:14]=2[C:20]([F:23])([F:22])[F:21])[N:8]=1)=[O:5].[C:29](=[O:32])([O-])[O-:30].[Cs+].[Cs+].Br.Br[CH2:37][C:38]1[CH:43]=[CH:42][N:41]=[CH:40][CH:39]=1>CS(C)=O>[F:21][C:20]([F:23])([F:22])[C:29]([OH:30])=[O:32].[F:28][C:24]1[CH:25]=[CH:26][CH:27]=[C:2]([F:1])[C:3]=1[C:4]([NH:6][C:7]1[CH:11]=[CH:10][N:9]([CH2:12][C:13]2[CH:18]=[CH:17][C:16]([O:19][CH2:37][C:38]3[CH:43]=[CH:42][N:41]=[CH:40][CH:39]=3)=[CH:15][C:14]=2[C:20]([F:23])([F:21])[F:22])[N:8]=1)=[O:5] |f:1.2.3,4.5,7.8|. Reported procedure: To a solution of 2,6-difluoro-N-(1-{[4-hydroxy-2-(trifluoromethyl)phenyl]methyl}-1H-pyrazol-3-yl)benzamide (for a preparation see Example 36)(100 mg, 0.252 mmol) in DMSO (1 ml) was added cesium carbonate (165 mg, 0.506 mmol) and then 4-(bromomethyl)pyridine hydrobromide (90 mg, 0.356 mmol, Aldrich) under nitrogen at ambient temperature. The resulting dark green suspension was then stirred for 7 h. A further amount of cesium carbonate (161 mg, 0.494 mmol) and then 4-(bromomethyl)pyridine hydrobro... The reactants are FC=1C=C(C=CC1OC(F)(F)F)[C@@H](C1=NC=CC=C1F)NC(=O)C=1C=C(C(=NC1)O)NC(OC(C)(C)C)=O ((S)-tert-butyl (5-(((3-fluoro-4-(trifluoromethoxy)phenyl)(3-fluoropyridin-2-yl)methyl)carbamoyl)-2-hydroxypyridin-3-yl)carbamate), C(=O)(C(F)(F)F)O (TFA), CCOC(=O)C (EtOAc). Run in C(Cl)Cl (DCM), CCCCCC (hexane). Conditions: time 2 hour. Product: NC=1C(=NC=C(C(=O)N[C@H](C2=NC=CC=C2F)C2=CC(=C(C=C2)OC(F)(F)F)F)C1)O ((S)-5-Amino-N-((3-fluoro-4-(trifluoromethoxy)phenyl)(3-fluoropyridin-2-yl)methyl)-6-hydroxynicotinamide). Reaction SMILES: [F:1][C:2]1[CH:3]=[C:4]([C@H:13]([NH:21][C:22]([C:24]2[CH:25]=[C:26]([NH:31]C(=O)OC(C)(C)C)[C:27]([OH:30])=[N:28][CH:29]=2)=[O:23])[C:14]2[C:19]([F:20])=[CH:18][CH:17]=[CH:16][N:15]=2)[CH:5]=[CH:6][C:7]=1[O:8][C:9]([F:12])([F:11])[F:10].C(O)(C(F)(F)F)=O.CCOC(C)=O>C(Cl)Cl.CCCCCC>[NH2:31][C:26]1[C:27]([OH:30])=[N:28][CH:29]=[C:24]([CH:25]=1)[C:22]([NH:21][C@@H:13]([C:4]1[CH:5]=[CH:6][C:7]([O:8][C:9]([F:12])([F:11])[F:10])=[C:2]([F:1])[CH:3]=1)[C:14]1[C:19]([F:20])=[CH:18][CH:17]=[CH:16][N:15]=1)=[O:23]. Procedure details: To a stirred mixture of ((S)-tert-butyl (5-(((3-fluoro-4-(trifluoromethoxy)phenyl)(3-fluoropyridin-2-yl)methyl)carbamoyl)-2-hydroxypyridin-3-yl)carbamate (600 mg, 0.0011 mol), in DCM (6 mL) was added TFA (1.2 mL, 0.143 mol, Aldrich). The resulting mixture was then stirred for 2 h at room temperature. After completion of the reaction (monitored by TLC, 30% EtOAc in hexane), the reaction mixture was quenched with sat'd NaHCO3 solution (50 mL) and extracted with EtOAc (50 mL×3). The combined organi... The reactants are BrC(c1ccccc1)c1ccccc1, CS(C)=O, CC#N, [K+], [K+], NC(=O)C1CCCNC1, O=C([O-])[O-]. Product: NC(=O)C1CCCN(C(c2ccccc2)c2ccccc2)C1. Reaction SMILES: [Br:1][CH:2]([c:3]1[cH:4][cH:5][cH:6][cH:7][cH:8]1)[c:9]1[cH:10][cH:11][cH:12][cH:13][cH:14]1.[CH3:30][S:31]([CH3:32])=[O:33].[CH3:34][C:35]#[N:36].[K+:24].[K+:25].[NH2:15][C:16](=[O:17])[CH:18]1[CH2:19][CH2:20][CH2:21][NH:22][CH2:23]1.[O-:26][C:27]([O-:28])=[O:29]>>[CH:2]([c:3]1[cH:4][cH:5][cH:6][cH:7][cH:8]1)([c:9]1[cH:10][cH:11][cH:12][cH:13][cH:14]1)[N:22]1[CH2:21][CH2:20][CH2:19][CH:18]([C:16]([NH2:15])=[O:17])[CH2:23]1. The reactants are CC(C)(C)OC(=O)N1CCCC(C(=O)O)C1, CNOC, CCN=C=NCCCN(C)C, CCOC(C)=O, CCN(C(C)C)C(C)C, Cl, Cl. The product is CON(C)C(=O)C1CCCN(C(=O)OC(C)(C)C)C1. Reaction SMILES: [C:1]([CH3:2])([CH3:3])([CH3:4])[O:5][C:6](=[O:7])[N:8]1[CH2:9][CH:10]([C:14](=[O:15])[OH:16])[CH2:11][CH2:12][CH2:13]1.[CH3:18][NH:19][O:20][CH3:21].[CH3:22][CH2:23][N:24]=[C:25]=[N:26][CH2:27][CH2:28][CH2:29][N:30]([CH3:31])[CH3:32].[CH3:43][CH2:44][O:45][C:46]([CH3:47])=[O:48].[CH:34]([N:35]([CH:36]([CH3:37])[CH3:38])[CH2:39][CH3:40])([CH3:41])[CH3:42].[ClH:17].[ClH:33]>>[C:1]([CH3:2])([CH3:3])([CH3:4])[O:5][C:6](=[O:7])[N:8]1[CH2:9][CH:10]([C:14](=[O:16])[N:19]([CH3:18])[O:20][CH3:21])[CH2:11][CH2:12][CH2:13]1.